describe an organic reaction: reactants, conditions, products, and yield From a dataset of the Open Reaction Database (ORD), a public repository of structured organic reaction records. RXN SMILES: [CH2:35]1[O:36][CH2:37][CH2:38][CH2:39]1.[ClH:1].[F:2][c:3]1[cH:4][c:5]([CH:10]2[C:11]([C:31](=[O:32])[O:33][CH3:34])=[C:12]([CH3:30])[N:13]=[C:14]([O:28][CH3:29])[N:15]2[C:16](=[O:17])[O:18][c:19]2[cH:20][cH:21][c:22]([N+:25](=[O:26])[O-:27])[cH:23][cH:24]2)[cH:6][cH:7][c:8]1[F:9]>>[F:2][c:3]1[cH:4][c:5]([CH:10]2[C:11]([C:31](=[O:32])[O:33][CH3:34])=[C:12]([CH3:30])[NH:13][C:14](=[O:28])[N:15]2[C:16](=[O:17])[O:18][c:19]2[cH:20][cH:21][c:22]([N+:25](=[O:26])[O-:27])[cH:23][cH:24]2)[cH:6][cH:7][c:8]1[F:9]. Starting materials: C1CCOC1, Cl, COC(=O)C1=C(C)N=C(OC)N(C(=O)Oc2ccc([N+](=O)[O-])cc2)C1c1ccc(F)c(F)c1. Yields the product COC(=O)C1=C(C)NC(=O)N(C(=O)Oc2ccc([N+](=O)[O-])cc2)C1c1ccc(F)c(F)c1. Reactants: solution, Cl (HCl), C(C)(C)(C)OC(=O)N(CCOCCOCCOCCOCCC(=O)OC)C (methyl 3-[2-(2-{2-[2-((tert-butoxycarbonyl)(methyl)amino)ethoxy]ethoxy}ethoxy)ethoxy]propanoate). RXN SMILES: Cl.C(O[C:7]([N:9](C)[CH2:10][CH2:11][O:12][CH2:13][CH2:14][O:15][CH2:16][CH2:17][O:18][CH2:19][CH2:20][O:21][CH2:22][CH2:23][C:24]([O:26][CH3:27])=[O:25])=O)(C)(C)C>O1CCOCC1>[CH3:7][NH:9][CH2:10][CH2:11][O:12][CH2:13][CH2:14][O:15][CH2:16][CH2:17][O:18][CH2:19][CH2:20][O:21][CH2:22][CH2:23][C:24]([O:26][CH3:27])=[O:25]. Isolated yield 92.9%. The solvent is O1CCOCC1 (dioxane), O1CCOCC1 (dioxane). Conditions: time 12 hour. Procedure: 3 ml of a 4M solution of HCl in dioxane are added to 390 mg of methyl 3-[2-(2-{2-[2-((tert-butoxycarbonyl)(methyl)amino)ethoxy]ethoxy}ethoxy)ethoxy]propanoate in solution in 5.3 ml of dioxane. After 12 h at AT, the mixture is concentrated under RP and the residue is dissolved in a minimum of methanol and deposited on Mega BE-SCX, 10GM 60ML (Varian). After washing the phase with MeOH, the product of interest is eluted with a 2N solution of ammonia in methanol. The methanol/NH3 phase is concentrat... Product: CNCCOCCOCCOCCOCCC(=O)OC (methyl 3-(2-{2-[2-(2-(methylamino)ethoxy)ethoxy]ethoxy}ethoxy)propanoate). Reactants: COC1=C(CCNC(C)=O)C=CC(=C1OC)OC (N-(2,3,4-trimethoxyphenethyl)acetamide), O=P(Cl)(Cl)Cl (POCl3). Run in C1(=CC=CC=C1)C (toluene). The product is CC1=NCCC2=C(C(=C(C=C12)OC)OC)OC (1-Methyl-5,6,7-trimethoxy-3,4-dihydroisoquinoline). Yield: 88.9%. As a reaction SMILES: [CH3:1][O:2][C:3]1[C:14]([O:15][CH3:16])=[C:13]([O:17][CH3:18])[CH:12]=[CH:11][C:4]=1[CH2:5][CH2:6][NH:7][C:8](=O)[CH3:9].O=P(Cl)(Cl)Cl>C1(C)C=CC=CC=1>[CH3:9][C:8]1[C:11]2[C:4](=[C:3]([O:2][CH3:1])[C:14]([O:15][CH3:16])=[C:13]([O:17][CH3:18])[CH:12]=2)[CH2:5][CH2:6][N:7]=1. Procedure: A solution of the acetamide 43 (280 mg, 1.1 mmol) in toluene (5 mL) containing POCl3 (0.8 mL, 8.5 mmol) was heated at reflux under Ar for 2 h. The excess POCl3 and the solvent were evaporated under vacuum. The black residue was washed with petroleum ether (10 mL). The residue was dissolved in distilled water (10 mL) and made basic by 5% NH4OH aq (10 mL). The aqueous solution was extracted with CHCl3 (20, 10, and 5 mL). The combined CHCl3 layer was washed successively with water (10 mL) and satur... The reactants are CCC(=O)Cl, O=C(NCC1CCCNC1)c1c[nH]c2c(-c3c(OCC4CC4)ccc4c3OCO4)ncnc12. Yields the product CCC(=O)N1CCCC(CNC(=O)c2c[nH]c3c(-c4c(OCC5CC5)ccc5c4OCO5)ncnc23)C1. Reaction SMILES: [C:34]([CH2:35][CH3:36])(=[O:37])[Cl:38].[NH:1]1[CH2:2][CH:3]([CH2:7][NH:8][C:9](=[O:10])[c:11]2[cH:12][nH:13][c:14]3[c:15]2[n:16][cH:17][n:18][c:19]3-[c:20]2[c:21]([O:29][CH2:30][CH:31]3[CH2:32][CH2:33]3)[cH:22][cH:23][c:24]3[c:28]2[O:27][CH2:26][O:25]3)[CH2:4][CH2:5][CH2:6]1>>[N:1]1([C:34]([CH2:35][CH3:36])=[O:37])[CH2:2][CH:3]([CH2:7][NH:8][C:9](=[O:10])[c:11]2[cH:12][nH:13][c:14]3[c:15]2[n:16][cH:17][n:18][c:19]3-[c:20]2[c:21]([O:29][CH2:30][CH:31]3[CH2:32][CH2:33]3)[cH:22][cH:23][c:24]3[c:28]2[O:27][CH2:26][O:25]3)[CH2:4][CH2:5][CH2:6]1. The solvent is C(C)O (ethanol). Conditions: time 16 hour. The reactants are CN1C(=CC(=C1)[N+](=O)[O-])C(=O)OCC (Ethyl 1-methyl-4-nitro-2-pyrrolecarboxylate). Reagents/catalysts: [Pt] (platinum on carbon). As a reaction SMILES: [CH3:1][N:2]1[CH:6]=[C:5]([N+:7]([O-])=O)[CH:4]=[C:3]1[C:10]([O:12][CH2:13][CH3:14])=[O:11]>C(O)C.[Pt]>[NH2:7][C:5]1[CH:4]=[C:3]([C:10]([O:12][CH2:13][CH3:14])=[O:11])[N:2]([CH3:1])[CH:6]=1. The product is NC=1C=C(N(C1)C)C(=O)OCC (ethyl 4-amino-1-methyl-2-pyrrolecarboxylate). Procedure: Ethyl 1-methyl-4-nitro-2-pyrrolecarboxylate (16.0 g, 0.081 mol) (M. J. Weiss, J. S. Webb and J. M. Smith, J. Amer. Chem. Soc., 79, 1266 (1957)) is dissolved in (200 mL) ethanol and (1.60 g) of 10% platinum on carbon is then added. The mixture is shaken for 16 hours in a PARR hydrogenator. The catalyst is removed by filtration through a pad of celite and the filtrate is concentrated in vacuo to a yellow oil. The oil is carried on directly without purification. Solvent: C(C)O (ethanol). Procedure details: A solution of [6-(3-Guanidino-propoxy)-2-oxo-1,2,3,4-tetrahydro-quinolin-3-yl]-acetic acid ethyl ester (0.76 g, 1.6 mmol) in ethanol (7 mL) was treated with 0.5 N aqueous NaOH and heated at reflux for 3 h. The resulting precipitate was cooled to room temperature, treated with trifluoroacetic acid (1.5 mL) and the solution thus formed concentrated in vacuo to yield a clear, colorless oil. Purification by reverse phase HPLC gave the title compound (0.38 g, 55% yield) as a fluffy white solid. Product: N(C(=N)N)CCCOC=1C=C2CC(C(NC2=CC1)=O)CC(=O)O ([6-(3-Guanidino-propoxy)-2-oxo-1,2,3,4-tetrahydro-quinolin-3-yl]-acetic acid). Starting materials: C(C)OC(CC1C(NC2=CC=C(C=C2C1)OCCCNC(=N)N)=O)=O ([6-(3-Guanidino-propoxy)-2-oxo-1,2,3,4-tetrahydro-quinolin-3-yl]-acetic acid ethyl ester), [OH-].[Na+] (NaOH), FC(C(=O)O)(F)F (trifluoroacetic acid). As a reaction SMILES: C([O:3][C:4](=[O:25])[CH2:5][CH:6]1[CH2:15][C:14]2[C:9](=[CH:10][CH:11]=[C:12]([O:16][CH2:17][CH2:18][CH2:19][NH:20][C:21]([NH2:23])=[NH:22])[CH:13]=2)[NH:8][C:7]1=[O:24])C.[OH-].[Na+].FC(F)(F)C(O)=O>C(O)C>[NH:20]([CH2:19][CH2:18][CH2:17][O:16][C:12]1[CH:13]=[C:14]2[C:9](=[CH:10][CH:11]=1)[NH:8][C:7](=[O:24])[CH:6]([CH2:5][C:4]([OH:25])=[O:3])[CH2:15]2)[C:21]([NH2:23])=[NH:22] |f:1.2|. Yield: 74.1%.